From a dataset of the Open Reaction Database (ORD), a public repository of structured organic reaction records. describe an organic reaction: reactants, conditions, products, and yield Starting materials: CC=1C=C(C=C(C1)B1OC(C(O1)(C)C)(C)C)NC1=NC=CC(=N1)C(F)(F)F (N-[3-methyl-5-(4,4,5,5-tetramethyl-1,3,2-dioxaborolan-2-yl)phenyl]-4-(trifluoromethyl)pyrimidin-2-amine), BrC=1C=C(C(=O)OC)C=CC1 (methyl 3-bromobenzoate), O1CCOCC1 (1,4-dioxane), C([O-])([O-])=O.[Na+].[Na+] (sodium carbonate). Solvent: C(C)(=O)OCC (ethyl acetate), C([O-])(O)=O.[Na+] (sodium bicarbonate). Conditions: temperature 160 celsius. Yields the product CC=1C=C(C=C(C1)NC1=NC=CC(=N1)C(F)(F)F)C1=CC(=CC=C1)C(=O)OC (methyl 3′-methyl-5′-{[4-(trifluoromethyl)pyrimidin-2-yl]amino}biphenyl-3-carboxylate). Reaction SMILES: [CH3:1][C:2]1[CH:3]=[C:4]([NH:17][C:18]2[N:23]=[C:22]([C:24]([F:27])([F:26])[F:25])[CH:21]=[CH:20][N:19]=2)[CH:5]=[C:6](B2OC(C)(C)C(C)(C)O2)[CH:7]=1.Br[C:29]1[CH:30]=[C:31]([CH:36]=[CH:37][CH:38]=1)[C:32]([O:34][CH3:35])=[O:33].O1CCOCC1.C(=O)([O-])[O-].[Na+].[Na+]>C(OCC)(=O)C.C(=O)(O)[O-].[Na+]>[CH3:1][C:2]1[CH:7]=[C:6]([C:29]2[CH:38]=[CH:37][CH:36]=[C:31]([C:32]([O:34][CH3:35])=[O:33])[CH:30]=2)[CH:5]=[C:4]([NH:17][C:18]2[N:23]=[C:22]([C:24]([F:27])([F:25])[F:26])[CH:21]=[CH:20][N:19]=2)[CH:3]=1 |f:3.4.5,7.8|. Procedure: A suspension of N-[3-methyl-5-(4,4,5,5-tetramethyl-1,3,2-dioxaborolan-2-yl)phenyl]-4-(trifluoromethyl)pyrimidin-2-amine (1.00 g, 2.64 mmol), methyl 3-bromobenzoate (0.581 g, 2.70 mmol), 1,1′-bis(diphenylphosphino)ferrocene-palladium(II)dichloride dichloromethane complex (0.054 g, 0.066 mmol), 1,4-dioxane (10 mL), and aqueous sodium carbonate (2 M, 2.64 mL, 5.27 mmol) was placed under an argon atmosphere by performing 6 vacuum/argon cycles. The reaction mixture was then heated to 160° C. for 10 m... RXN SMILES: [CH3:5][c:6]1[cH:7][cH:8][cH:9][cH:10][cH:11]1.[Cl:1][C:2]([Cl:3])=[O:4].[Cl:25][CH2:26][Cl:27].[OH:12][c:13]1[cH:14][n:15][cH:16][cH:17][cH:18]1.[cH:19]1[cH:20][cH:21][n:22][cH:23][cH:24]1>>[Cl:1][C:2](=[O:4])[O:12][c:13]1[cH:14][n:15][cH:16][cH:17][cH:18]1. Product: O=C(Cl)Oc1cccnc1. Reactants: Cc1ccccc1, O=C(Cl)Cl, ClCCl, Oc1cccnc1, c1ccncc1. Starting materials: O.O.O.O.O.O.O.O.O.[S-2].[Na+].[Na+] (sodium sulfide nonahydrate), CI (methyl iodide), O (water), NC=1C(=C(C(=O)OC)C(=CC1)SC#N)C (methyl 3-amino-2-methyl-6-thiocyanobenzoate). Solvent: C(C)O (ethanol). Conditions: time 1.5 hour. The product is NC=1C(=C(C(=S)OC)C(=CC1)C)C (Methyl 3-amino-2-methyl-6-methylthiobenzoate). Isolated yield 104.1%. As a reaction SMILES: O.O.O.O.O.O.O.O.O.[S-2:10].[Na+].[Na+].O.[NH2:14][C:15]1[C:16]([CH3:28])=[C:17]([C:22](SC#N)=[CH:23][CH:24]=1)[C:18]([O:20][CH3:21])=O.[CH3:29]I>C(O)C>[NH2:14][C:15]1[C:16]([CH3:28])=[C:17]([C:22]([CH3:29])=[CH:23][CH:24]=1)[C:18]([O:20][CH3:21])=[S:10] |f:0.1.2.3.4.5.6.7.8.9.10.11|. Reported procedure: To a solution comprising 39.5 g of sodium sulfide nonahydrate and 110 ml of water, a solution comprising 32.9 g of methyl 3-amino-2-methyl-6-thiocyanobenzoate and 300 ml of ethanol was dropwise added. The mixture was stirred at room temperature for 1.5 hours, and 24.0 g of methyl iodide was dropwise added under cooling with ice. The mixture was stirred further at room temperature for 2 hours and then concentrated under reduced pressure. A saturated sodium chloride aqueous solution was added ther... Starting materials: ClC1=CC(=NC2=CC=CC=C12)C1=CC=2CCCCC2C=C1 (4-chloro-2-(5,6,7,8-tetrahydro-naphthalen-2-yl)-quinoline), NCC(CO)O ((RS)-3-amino-1,2-propandiol). The product is Cl.C1=C(C=CC=2CCCCC12)C1=NC2=CC=CC=C2C(=C1)NCC(CO)O ((RS)-3-[2-(5,6,7,8-Tetrahydro-naphthalen-2-yl)-quinolin-4-ylamino]-propane-1,2-diol hydrochloride). RXN SMILES: [Cl:1][C:2]1[C:11]2[C:6](=[CH:7][CH:8]=[CH:9][CH:10]=2)[N:5]=[C:4]([C:12]2[CH:21]=[CH:20][C:19]3[CH2:18][CH2:17][CH2:16][CH2:15][C:14]=3[CH:13]=2)[CH:3]=1.[NH2:22][CH2:23][CH:24]([OH:27])[CH2:25][OH:26]>>[ClH:1].[CH:13]1[C:14]2[CH2:15][CH2:16][CH2:17][CH2:18][C:19]=2[CH:20]=[CH:21][C:12]=1[C:4]1[CH:3]=[C:2]([NH:22][CH2:23][CH:24]([OH:27])[CH2:25][OH:26])[C:11]2[C:6](=[CH:7][CH:8]=[CH:9][CH:10]=2)[N:5]=1 |f:2.3|. Reported procedure: The title compound, m.p. 210-230° C. and MS: m/e=348 (M+), was prepared from 4-chloro-2-(5,6,7,8-tetrahydro-naphthalen-2-yl)-quinoline and (RS)-3-amino-1,2-propandiol. Reactants: O=CCCCC(=O)OCC (ethyl 5-oxopentanoate), [Cl-].C[NH2+]C (dimethylammonium chloride), C=O (formaldehyde). Yields the product C(=O)C(CCC(=O)OCC)=C (ethyl 4-formylpent-4-enoate). Reaction SMILES: [O:1]=[CH:2][CH2:3][CH2:4][CH2:5][C:6]([O:8][CH2:9][CH3:10])=[O:7].[Cl-].[CH3:12][NH2+]C.C=O>>[CH:2]([C:3](=[CH2:12])[CH2:4][CH2:5][C:6]([O:8][CH2:9][CH3:10])=[O:7])=[O:1] |f:1.2|. Procedure: With stirring, 14.4 g (100 mmol) of ethyl 5-oxopentanoate, 9.2 g (112.6 mmol) of dimethylammonium chloride and 10.8 ml (117 mmol) of 37% formaldehyde solution are heated to 100° C. The mixture is cooled and extracted with 3×30 ml of diethyl ether. The batch is cooled and the organic phases are combined, washed with a saturated solution of sodium chloride, dried over magnesium sulfate and evaporated to dryness, giving ethyl 4-formylpent-4-enoate as a colorless oil which can be further reacted wit... The reactants are COC1=CC=C2C(=CC=NC2=C1)S(=O)C1=CC=CC=C1 (7-methoxy-4-(phenylsulfinyl)quinoline), C1(=CC=CC=C1)[Mg]Cl (phenylmagnesium chloride), [N+](=O)([O-])C1=CC=C(C=O)C=C1 (4-nitrobenzaldehyde). The solvent is C1CCOC1 (THF). Conditions: time 5 minute. Product: COC1=CC=C2C(=CC=NC2=C1)C(O)C1=CC=C(C=C1)[N+](=O)[O-] ((7-methoxyquinolin-4-yl)(4-nitrophenyl)methanol). Reaction SMILES: [CH3:1][O:2][C:3]1[CH:12]=[C:11]2[C:6]([C:7](S(C3C=CC=CC=3)=O)=[CH:8][CH:9]=[N:10]2)=[CH:5][CH:4]=1.C1([Mg]Cl)C=CC=CC=1.[N+:29]([C:32]1[CH:39]=[CH:38][C:35]([CH:36]=[O:37])=[CH:34][CH:33]=1)([O-:31])=[O:30]>C1COCC1>[CH3:1][O:2][C:3]1[CH:12]=[C:11]2[C:6]([C:7]([CH:36]([C:35]3[CH:34]=[CH:33][C:32]([N+:29]([O-:31])=[O:30])=[CH:39][CH:38]=3)[OH:37])=[CH:8][CH:9]=[N:10]2)=[CH:5][CH:4]=1. Procedure details: To a solution of 7-methoxy-4-(phenylsulfinyl)quinoline (0.232 g, 0.819 mmol) in THF (6 mL) at −78° C. was added phenylmagnesium chloride (2.0 M in THF)(0.819 ml, 1.64 mmol). After 5 min, the solution was warmed to RT for 15 minutes. The solution was then cooled to −78° C. and 4-nitrobenzaldehyde (0.371 g, 2.46 mmol) was added in one portion. After 5 min, the solution was warmed to RT. After 1 hr at RT, the reaction was quenched with saturated NH4Cl. The mixture was diluted with CH2Cl2 and washed...